From a dataset of the Open Reaction Database (ORD), a public repository of structured organic reaction records. describe an organic reaction: reactants, conditions, products, and yield RXN SMILES: [CH3:1][C:2]1([CH3:29])[CH:3]([C:10](=[O:11])[O:12][CH:13]([c:14]2[cH:15][c:16]([O:20][c:21]3[cH:22][cH:23][cH:24][cH:25][cH:26]3)[cH:17][cH:18][cH:19]2)[C:27]#[N:28])[CH:4]1[C:5]#[C:6][C:7](=[O:8])[OH:9].[CH3:40][CH2:41][O:42][C:43](=[O:44])[CH3:45].[OH-:46].[OH-:48].[Pd+2:47].[cH:30]1[cH:31][c:32]2[c:33]([n:34][cH:35][cH:36][cH:37]2)[cH:38][cH:39]1>>[CH3:1][C:2]1([CH3:29])[CH:3]([C:10](=[O:11])[O:12][CH:13]([c:14]2[cH:15][c:16]([O:20][c:21]3[cH:22][cH:23][cH:24][cH:25][cH:26]3)[cH:17][cH:18][cH:19]2)[C:27]#[N:28])[CH:4]1[CH:5]=[CH:6][C:7](=[O:8])[OH:9]. Starting materials: CC1(C)C(C#CC(=O)O)C1C(=O)OC(C#N)c1cccc(Oc2ccccc2)c1, CCOC(C)=O, [OH-], [OH-], [Pd+2], c1ccc2ncccc2c1. Product: CC1(C)C(C=CC(=O)O)C1C(=O)OC(C#N)c1cccc(Oc2ccccc2)c1. Product: NCc1ccc(CCCN(CC(O)c2ccccc2)CC(O)c2ccccc2)s1. Reactants: [Al+3], [H-], [H-], [H-], [H-], [Li+], [Na+], C1CCOC1, [OH-], NC(=O)c1ccc(CCCN(CC(O)c2ccccc2)CC(O)c2ccccc2)s1. Reaction SMILES: [Al+3:32].[H-:31].[H-:34].[H-:35].[H-:36].[Li+:33].[Na+:38].[O:39]1[CH2:40][CH2:41][CH2:42][CH2:43]1.[OH-:37].[OH:1][CH:2]([CH2:3][N:4]([CH2:5][CH2:6][CH2:7][c:8]1[cH:9][cH:10][c:11]([C:13](=[O:14])[NH2:15])[s:12]1)[CH2:16][CH:17]([c:18]1[cH:19][cH:20][cH:21][cH:22][cH:23]1)[OH:24])[c:25]1[cH:26][cH:27][cH:28][cH:29][cH:30]1>>[OH:1][CH:2]([CH2:3][N:4]([CH2:5][CH2:6][CH2:7][c:8]1[cH:9][cH:10][c:11]([CH2:13][NH2:15])[s:12]1)[CH2:16][CH:17]([c:18]1[cH:19][cH:20][cH:21][cH:22][cH:23]1)[OH:24])[c:25]1[cH:26][cH:27][cH:28][cH:29][cH:30]1. Reactants: C1CCNCC1, CCO, O=C1Cc2ccccc2N1, O=Cc1cc2cc(OCCN3CCOCC3)ccc2[nH]1. Product: O=C1Nc2ccccc2C1=Cc1cc2cc(OCCN3CCOCC3)ccc2[nH]1. Reaction SMILES: [CH2:31]1[CH2:32][CH2:33][NH:34][CH2:35][CH2:36]1.[CH3:37][CH2:38][OH:39].[NH:1]1[C:2](=[O:10])[CH2:3][c:4]2[cH:5][cH:6][cH:7][cH:8][c:9]21.[O:11]1[CH2:12][CH2:13][N:14]([CH2:17][CH2:18][O:19][c:20]2[cH:21][c:22]3[cH:23][c:24]([CH:29]=[O:30])[nH:25][c:26]3[cH:27][cH:28]2)[CH2:15][CH2:16]1>>[NH:1]1[C:2](=[O:10])[C:3](=[CH:29][c:24]2[cH:23][c:22]3[cH:21][c:20]([O:19][CH2:18][CH2:17][N:14]4[CH2:13][CH2:12][O:11][CH2:16][CH2:15]4)[cH:28][cH:27][c:26]3[nH:25]2)[c:4]2[cH:5][cH:6][cH:7][cH:8][c:9]21. The reactants are CCOC(=O)C=Cc1ccc(C(C)(C)C)cc1O, ClCCN1CCCCC1, Cl, [H-], [Na+], CN(C)C=O. Yields the product CCOC(=O)C=Cc1ccc(C(C)(C)C)cc1OCCN1CCCCC1. As a reaction SMILES: [CH2:1]([CH3:2])[O:3][C:4]([CH:5]=[CH:6][c:7]1[c:8]([OH:17])[cH:9][c:10]([C:13]([CH3:14])([CH3:15])[CH3:16])[cH:11][cH:12]1)=[O:18].[Cl:22][CH2:23][CH2:24][N:25]1[CH2:26][CH2:27][CH2:28][CH2:29][CH2:30]1.[ClH:21].[H-:20].[Na+:19].[O:31]=[CH:32][N:33]([CH3:34])[CH3:35]>>[CH2:1]([CH3:2])[O:3][C:4]([CH:5]=[CH:6][c:7]1[c:8]([O:17][CH2:23][CH2:24][N:25]2[CH2:26][CH2:27][CH2:28][CH2:29][CH2:30]2)[cH:9][c:10]([C:13]([CH3:14])([CH3:15])[CH3:16])[cH:11][cH:12]1)=[O:18]. Isolated yield 76.0%. The reactants are FC1=C(C(=CC=C1)F)C=1NC2=C(N1)C=CC=C2CC (2-(2,6-Difluorophenyl)-4-ethylbenzimidazole), FC1=C(C(=CC=C1)F)CBr (2,6-difluoro-a-bromo-toluene). Yields the product FC1=C(CN2C(=NC3=C2C=CC=C3CC)C3=C(C=CC=C3F)F)C(=CC=C1)F (1-(2,6-Difluorobenzyl)-2-(2,6-difluorophenyl)-4-ethylbenzimidazole). Procedure: 2-(2,6-Difluorophenyl)-4-ethylbenzimidazole (4010) (0.70 g, 2.71 mmol) was reacted with 2,6-difluoro-a-bromo-toluene (0.72 g, 3.48 mmol, 130 M%). The crude product was purified by flash chromatography eluting with 2% MeOH/CH2Cl2 and recrystallization from diethylether/hexane (3:1), yielding white crystals of 1-(2,6-Difluorobenzyl)-2-(2,6-difluorophenyl)-4-ethylbenzimidazole (4011) (0.79 g, 2.06 mmol, 76% yield). M.p. 165-166° C. 1H-NMR (200 MHz, CD2Cl2): δ7.53 (m, 1H, H4′), 7.32 (d, J=8.2 Hz, 1H... Reaction SMILES: [F:1][C:2]1[CH:7]=[CH:6][CH:5]=[C:4]([F:8])[C:3]=1[C:9]1[NH:10][C:11]2[C:17]([CH2:18][CH3:19])=[CH:16][CH:15]=[CH:14][C:12]=2[N:13]=1.[F:20][C:21]1[CH:26]=[CH:25][CH:24]=[C:23]([F:27])[C:22]=1[CH2:28]Br>>[F:20][C:21]1[CH:26]=[CH:25][CH:24]=[C:23]([F:27])[C:22]=1[CH2:28][N:13]1[C:12]2[CH:14]=[CH:15][CH:16]=[C:17]([CH2:18][CH3:19])[C:11]=2[N:10]=[C:9]1[C:3]1[C:4]([F:8])=[CH:5][CH:6]=[CH:7][C:2]=1[F:1]. Starting materials: CC(C)CCNC(=O)c1ccccc1-c1ccccc1CN, COC(=O)Cl. The product is COC(=O)NCc1ccccc1-c1ccccc1C(=O)NCCC(C)C. Reaction SMILES: [CH3:1][CH:2]([CH2:3][CH2:4][NH:5][C:6](=[O:7])[c:8]1[c:9](-[c:14]2[c:15]([CH2:20][NH2:21])[cH:16][cH:17][cH:18][cH:19]2)[cH:10][cH:11][cH:12][cH:13]1)[CH3:22].[Cl:23][C:24](=[O:25])[O:26][CH3:27]>>[CH3:1][CH:2]([CH2:3][CH2:4][NH:5][C:6](=[O:7])[c:8]1[c:9](-[c:14]2[c:15]([CH2:20][NH:21][C:24](=[O:25])[O:26][CH3:27])[cH:16][cH:17][cH:18][cH:19]2)[cH:10][cH:11][cH:12][cH:13]1)[CH3:22]. The reactants are CO (MeOH), peracid, acid, C(C)(C)(C)[C@@]1(C[C@@](O[C@@H]1COC(C)(C)C)(N1C=NC=2C(N)=NC=NC12)[SiH](C)C)O (3',5'-O-bis-tert.-butyldimethylsilyl-2'-deoxyadenosine), monopermaleic acid. Solvent: C(Cl)Cl (CH2Cl2), C(Cl)Cl (CH2Cl2), CCO (EtOH), O (H2O). Conditions: time 2 day. Yields the product C(C)(C)(C)[C@@]1(C[C@@](O[C@@H]1COC(C)(C)C)(N1C=NC=2C([NH2]=O)=NC=NC12)[SiH](C)C)O (3',5'-O-Bis-tert.-butyldimethylsilyl-2'-deoxyadenosine N-oxide). Isolated yield 39.0%. RXN SMILES: [C:1]([C@@:5]1([OH:29])[C@@H:9]([CH2:10][O:11][C:12]([CH3:15])([CH3:14])[CH3:13])[O:8][C@@:7]([SiH:26]([CH3:28])[CH3:27])([N:16]2[C:25]3[N:24]=[CH:23][N:22]=[C:20]([NH2:21])[C:19]=3[N:18]=[CH:17]2)[CH2:6]1)([CH3:4])([CH3:3])[CH3:2].C[OH:31]>CCO.O.C(Cl)Cl>[C:1]([C@@:5]1([OH:29])[C@@H:9]([CH2:10][O:11][C:12]([CH3:15])([CH3:13])[CH3:14])[O:8][C@@:7]([SiH:26]([CH3:27])[CH3:28])([N:16]2[C:25]3[N:24]=[CH:23][N:22]=[C:20]([NH2:21]=[O:31])[C:19]=3[N:18]=[CH:17]2)[CH2:6]1)([CH3:2])([CH3:3])[CH3:4]. Procedure: To a solution of 3',5'-O-bis-tert.-butyldimethylsilyl-2'-deoxyadenosine (Ogilvie, K. K. (1973) Can. J. Chem. 51, 3799-3807.)(6.0 g, 12.5 mmol) in a mixture of EtOH and H2O (2.5:1) was added at RT monopermaleic acid (24 mmol). After 2 days, another 6 equiv. of monopermaleic acid were added, and the reaction continued for two weeks. Continuous monitoring (TLC on SiO2, 10% MeOH in CH2Cl2) showed that the reaction did not proceed to completion even though peracid was still detectable (KI test). Afte...